This data is from the Open Reaction Database (ORD), a public repository of structured organic reaction records. The task is: describe an organic reaction: reactants, conditions, products, and yield Reactants: ClC=1C(=NN(C1OC(F)F)C)C1=CC=C(C=C1)Cl (4-chloro-3-(4-chlorophenyl)-5-difluoromethoxy-1-methyl-1H-pyrazole), ClS(=O)(=O)O (chlorosulfonic acid), ice water. Conditions: temperature 130 celsius, time 4 hour. Yields the product ClC=1C(=NN(C1OC(F)F)C)C1=CC(=C(C=C1)Cl)S(=O)(=O)Cl (4-Chloro-3-(4-chloro-3-chlorosulfonylphenyl)-5-difluoromethoxy-1-methyl-1H-pyrazole). Reaction SMILES: [Cl:1][C:2]1[C:3]([C:12]2[CH:17]=[CH:16][C:15]([Cl:18])=[CH:14][CH:13]=2)=[N:4][N:5]([CH3:11])[C:6]=1[O:7][CH:8]([F:10])[F:9].[Cl:19][S:20](O)(=[O:22])=[O:21]>>[Cl:1][C:2]1[C:3]([C:12]2[CH:17]=[CH:16][C:15]([Cl:18])=[C:14]([S:20]([Cl:19])(=[O:22])=[O:21])[CH:13]=2)=[N:4][N:5]([CH3:11])[C:6]=1[O:7][CH:8]([F:9])[F:10]. Procedure details: 47.9 g (0.16 mol) of 4-chloro-3-(4-chlorophenyl)-5-difluoromethoxy-1-methyl-1H-pyrazole were added a little at a time at 0° C. to 91 ml of chlorosulfonic acid. The mixture was stirred at 130° C. for 4 hours and then cooled, and the solution was poured carefully into ice-water. Product dissolved in the aqueous phase was extracted twice with dichloromethane. The combined organic phases were subsequently washed with saturated sodium hydrogen carbonate solution and with sodium chloride solution, the... Starting materials: CC(C)(C)OC(=O)NC(Cc1ccccc1)C(=O)O, C1COCCN1. Yields the product CC(C)(C)OC(=O)NC(Cc1ccccc1)C(=O)C1CNCCO1. Reaction SMILES: [C:7](=[O:8])([O:9][C:10]([CH3:11])([CH3:12])[CH3:13])[NH:14][CH:15]([CH2:16][c:17]1[cH:18][cH:19][cH:20][cH:21][cH:22]1)[C:23](=[O:24])[OH:25].[CH2:1]1[CH2:2][O:3][CH2:4][CH2:5][NH:6]1>>[CH2:1]1[CH:2]([C:23]([CH:15]([NH:14][C:7](=[O:8])[O:9][C:10]([CH3:11])([CH3:12])[CH3:13])[CH2:16][c:17]2[cH:18][cH:19][cH:20][cH:21][cH:22]2)=[O:24])[O:3][CH2:4][CH2:5][NH:6]1. Starting materials: C(C)(C)(C)NS(=O)(=O)C1=CC(=CC=C1)C=1N=CN(C1)C1=NC(=CC(=C1)C)C1=CC=C(C=C1)Cl (N-tert-butyl-3-{1-[6-(4-chloro-phenyl)-4-methyl-pyridin-2-yl]-1H-imidazol-4-yl}-benzenesulfonamide), C(=O)(C(F)(F)F)O (TFA). Run at temperature 23 celsius, time 16 hour. Yields the product ClC1=CC=C(C=C1)C1=CC(=CC(=N1)N1C=NC(=C1)C=1C=C(C=CC1)S(=O)(=O)N)C (3-{1′-[6-(4-Chloro-phenyl)-4-methyl-pyridin-2-yl]-1H-imidazol-4-yl}-benzenesulfonamide). Isolated yield 101.4%. Reaction SMILES: C([NH:5][S:6]([C:9]1[CH:14]=[CH:13][CH:12]=[C:11]([C:15]2[N:16]=[CH:17][N:18]([C:20]3[CH:25]=[C:24]([CH3:26])[CH:23]=[C:22]([C:27]4[CH:32]=[CH:31][C:30]([Cl:33])=[CH:29][CH:28]=4)[N:21]=3)[CH:19]=2)[CH:10]=1)(=[O:8])=[O:7])(C)(C)C.C(O)(C(F)(F)F)=O>>[Cl:33][C:30]1[CH:31]=[CH:32][C:27]([C:22]2[N:21]=[C:20]([N:18]3[CH:19]=[C:15]([C:11]4[CH:10]=[C:9]([S:6]([NH2:5])(=[O:7])=[O:8])[CH:14]=[CH:13][CH:12]=4)[N:16]=[CH:17]3)[CH:25]=[C:24]([CH3:26])[CH:23]=2)=[CH:28][CH:29]=1. Procedure details: To N-tert-butyl-3-{1-[6-(4-chloro-phenyl)-4-methyl-pyridin-2-yl]-1H-imidazol-4-yl}-benzenesulfonamide (example 298) (0.028 g, 0.058 mmol) was added TFA (2 mL) and the reaction mixture was stirred at 23° C. for 16 h. The mixture was evaporated to dryness and partitioned between EtOAc and saturated NaHCO3 solution, the organic layer was dried over Na2SO4. Removal of the solvent in vacuum left a crude product which was triturated with diethyl ether to give the title compound as an off-white solid (... Starting materials: C([O-])(O)=O.[Na+] (sodium bicarbonate), C(OC)([O-])[O-] (methyl orthoformate), C1(=CC=C(C=C1)S(=O)(=O)[O-])C.[NH+]1=CC=CC=C1 (pyridinium p-toluenesulfonate), OCC1=CC=C(O1)C=O (5-hydroxymethyl-2-furaldehyde). Run in O (water), C(C)OCC (ethyl ether), CO (methanol). Run at time 2 hour. The product is COC(C=1OC(=CC1)CO)OC (5-hydroxymethyl-2-furaldehyde dimethylacetal). Reaction SMILES: [OH:1][CH2:2][C:3]1[O:7][C:6]([CH:8]=[O:9])=[CH:5][CH:4]=1.[CH:10]([O-])([O-])[O:11]C.[C:15]1(C)C=CC(S([O-])(=O)=O)=CC=1.[NH+]1C=CC=CC=1.C(=O)(O)[O-].[Na+]>CO.O.C(OCC)C>[CH3:15][O:9][CH:8]([O:11][CH3:10])[C:6]1[O:7][C:3]([CH2:2][OH:1])=[CH:4][CH:5]=1 |f:2.3,4.5|. Reported procedure: 16.8 g of 5-hydroxymethyl-2-furaldehyde was dissolved in 70 ml of methanol, and 14.7 ml of methyl orthoformate and 170 mg of pyridinium p-toluenesulfonate were added. After the mixture was stirred at room temperature for 2 hours, 350 mg of sodium bicarbonate was added . The solution was stirred at room temperature for 30 minutes, and then ethyl ether and water were added. The organic layer separated was worked up in a customary manner to give 21.6 g of 5-hydroxymethyl-2-furaldehyde dimethylaceta... Reactants: O.C([O-])(O)=O.[Na+] (sodium bicarbonate water), C(C)N(C(C)C)C(C)C (Ethyldiisopropylamine), ClCOC (chloromethylmethylether), C(C)N(C(C)C)C(C)C (Ethyldiisopropylamine), ClCOC (chloromethylmethylether), BrC=1C(=C(C2=C(CC(O2)(C)CO)C1C)C)C ((5-bromo-2,4,6,7-tetramethyl-2,3-dihydro-1-benzofuran-2-yl)methanol). Solvent: C1CCOC1 (THF), C1CCOC1 (THF). Reaction conditions: time 15 hour. Yields the product BrC=1C(=C(C2=C(CC(O2)(C)COCOC)C1C)C)C (5-bromo-2-[(methoxymethoxy)methyl]-2,4,6,7-tetramethyl-2,3-dihydro-1-benzofuran), product. Isolated yield 76.0%. Reaction SMILES: C(N(C(C)C)C(C)C)C.Cl[CH2:11][O:12][CH3:13].[Br:14][C:15]1[C:16]([CH3:29])=[C:17]([CH3:28])[C:18]2[O:22][C:21]([CH2:24][OH:25])([CH3:23])[CH2:20][C:19]=2[C:26]=1[CH3:27].O.C(=O)(O)[O-].[Na+]>C1COCC1>[Br:14][C:15]1[C:16]([CH3:29])=[C:17]([CH3:28])[C:18]2[O:22][C:21]([CH2:24][O:25][CH2:11][O:12][CH3:13])([CH3:23])[CH2:20][C:19]=2[C:26]=1[CH3:27] |f:3.4.5|. Procedure: Ethyldiisopropylamine (1.26 g, 9.74 mmol) and chloromethylmethylether (627 mg, 7.79 mmol) were serially added to a solution of THF (15 mL) containing (5-bromo-2,4,6,7-tetramethyl-2,3-dihydro-1-benzofuran-2-yl)methanol (1.85 g, 6.49 mmol) synthesized in Reference Example 123 under ice-cooling condition, and the mixture was warmed to room temperature and stirred for 15 hours. Ethyldiisopropylamine (1.26 g, 9.74 mmol) and chloromethylmethylether (523 mg, 6.49 mmol) were further added serially to th... Starting materials: CC1=C(C(=CC=C1)C)NN (2,6-dimethylphenylhydrazine), N1=CC=CC=C1 (pyridine), ClCCOC(=O)Cl (chloroformic acid β-chloroethyl ester). Procedure details: To a mixture of 127 g (0.935 mol) 2,6-dimethylphenylhydrazine, 102.5 g (1.3 mol) pyridine and 400 ml water is added, at 0°-5°, 133.5 g (0.935 mol) chloroformic acid β-chloroethyl ester. After the addition is complete, the mixture is stirred for 2 hours at room temperature, the formed precipitate filtered off, washed with water and dried. The so obtained title compound is recrystallised from toluene to yield colourless crystals, m.p. 74°-75°. The product is CC1=C(C(=CC=C1)C)NNC(=O)OCCCl (2-Chloroethyl 2-(2,6-dimethylphenyl)-hydrazinecarboxylate). Reaction SMILES: [CH3:1][C:2]1[CH:7]=[CH:6][CH:5]=[C:4]([CH3:8])[C:3]=1[NH:9][NH2:10].N1C=CC=CC=1.[Cl:17][CH2:18][CH2:19][O:20][C:21](Cl)=[O:22]>O>[CH3:1][C:2]1[CH:7]=[CH:6][CH:5]=[C:4]([CH3:8])[C:3]=1[NH:9][NH:10][C:21]([O:20][CH2:19][CH2:18][Cl:17])=[O:22]. The solvent is O (water). Reaction conditions: time 2 hour.